This data is from the Open Reaction Database (ORD), a public repository of structured organic reaction records. The task is: describe an organic reaction: reactants, conditions, products, and yield The reactants are CCCCO, CCOC(C)=O, CCN(C(C)C)C(C)C, O=[N+]([O-])c1cnc(Cl)nc1Nc1cc(C2CC2)[nH]n1, Cl, CC(N)c1ncc(F)cn1. The product is CC(Nc1ncc([N+](=O)[O-])c(Nc2cc(C3CC3)[nH]n2)n1)c1ncc(F)cn1. RXN SMILES: [CH2:40]([OH:41])[CH2:42][CH2:43][CH3:44].[CH3:45][CH2:46][O:47][C:48](=[O:49])[CH3:50].[CH:31]([N:32]([CH:33]([CH3:34])[CH3:35])[CH2:36][CH3:37])([CH3:38])[CH3:39].[Cl:1][c:2]1[n:3][cH:4][c:5]([N+:17](=[O:18])[O-:19])[c:6]([NH:8][c:9]2[n:10][nH:11][c:12]([CH:14]3[CH2:15][CH2:16]3)[cH:13]2)[n:7]1.[ClH:20].[F:21][c:22]1[cH:23][n:24][c:25]([CH:28]([CH3:29])[NH2:30])[n:26][cH:27]1>>[c:2]1([NH:30][CH:28]([c:25]2[n:24][cH:23][c:22]([F:21])[cH:27][n:26]2)[CH3:29])[n:3][cH:4][c:5]([N+:17](=[O:18])[O-:19])[c:6]([NH:8][c:9]2[n:10][nH:11][c:12]([CH:14]3[CH2:15][CH2:16]3)[cH:13]2)[n:7]1. Reactants: CC[C@@]12CCCN3[C@@H]1C4=C(C=5C=CC=CC5N4[C@](C2)(C(=O)OC)O)CC3 (vincamine), CC[C@@]12CCCN3[C@@H]1C4=C(C=5C=CC=CC5N4C(=C2)C(=O)OC)CC3 (apovincamine). The solvent is O (water), O (water). Yields the product CC[C@@]12CCCN3[C@@H]1C4=C(CC3)C5=CC=CC=C5N4C(=C2)C(=O)O (apovincaminic acid). Yield: 60.0%. As a reaction SMILES: [CH3:1][CH2:2][C@:3]12[CH2:19][C@:18](O)([C:20]([O:22]C)=[O:21])[N:17]3[C:9]4=[C:10]([CH2:25][CH2:26][N:7]([C@@H:8]14)[CH2:6][CH2:5][CH2:4]2)[C:11]1[CH:12]=[CH:13][CH:14]=[CH:15][C:16]=13.CC[C@]12C=C(C(OC)=O)N3C4=C(CCN([C@@H]14)CCC2)C1C=CC=CC=13>O>[CH3:1][CH2:2][C@:3]12[CH:19]=[C:18]([C:20]([OH:22])=[O:21])[N:17]3[C:9]4=[C:10]([C:11]5[C:16]3=[CH:15][CH:14]=[CH:13][CH:12]=5)[CH2:25][CH2:26][N:7]([C@@H:8]14)[CH2:6][CH2:5][CH2:4]2. Procedure: According to the Hungarian Patent Specification No. 163,143 racemic, cis compounds of the formula (I) and optically active, cis compound of the formula (Ic) were prepared by hydrolyzing the pharmaceutically active vincamine and converting the vincaminic acid obtained into a desired ester from which the corresponding apovincaminic acid ester was obtained by splitting off water; or alternatively, vincamine was first converted into apovincamine by splitting off water which was then subjected to hyd... Reactants: COC(=O)C1=NC=CC(=N1)OC1=CC=C(C2=CC=CC=C12)N (4-(4-amino-naphthalen-1-yloxy)-pyrimidine-2-carboxylic acid methyl ester), C(C)(C)(C)C=1C=CC(=C(N)C1)OC (5-tert-butyl-2-methoxyaniline), C(C)(C)(C)C=1C=CC(=C(C1)NC(=O)NC1=CC=C(C2=CC=CC=C12)OC1=NC(=NC=C1)C#N)OC (1-(5-tert-butyl-2-methoxy-phenyl)-3-[4-(2-cyano-pyrimidin-4-yloxy)-naphthalen-1-yl]-urea). The product is COC(=O)C1=NC=CC(=N1)OC1=CC=C(C2=CC=CC=C12)NC(=O)NC1=C(C=CC(=C1)C(C)(C)C)OC (4-{4-[3-(5-tert-butyl-2-methoxy-phenyl)-ureido]-naphthalen-1-yloxy}-pyrimidine-2-carboxylic acid methyl ester). RXN SMILES: [CH3:1][O:2][C:3]([C:5]1[N:10]=[C:9]([O:11][C:12]2[C:21]3[C:16](=[CH:17][CH:18]=[CH:19][CH:20]=3)[C:15]([NH2:22])=[CH:14][CH:13]=2)[CH:8]=[CH:7][N:6]=1)=[O:4].C(C1C=CC(OC)=C(C=1)N)(C)(C)C.[C:36]([C:40]1[CH:41]=[CH:42][C:43]([O:69][CH3:70])=[C:44]([NH:46][C:47](NC2C3C(=CC=CC=3)C(OC3C=CN=C(C#N)N=3)=CC=2)=[O:48])[CH:45]=1)([CH3:39])([CH3:38])[CH3:37]>>[CH3:1][O:2][C:3]([C:5]1[N:10]=[C:9]([O:11][C:12]2[C:21]3[C:16](=[CH:17][CH:18]=[CH:19][CH:20]=3)[C:15]([NH:22][C:47]([NH:46][C:44]3[CH:45]=[C:40]([C:36]([CH3:37])([CH3:39])[CH3:38])[CH:41]=[CH:42][C:43]=3[O:69][CH3:70])=[O:48])=[CH:14][CH:13]=2)[CH:8]=[CH:7][N:6]=1)=[O:4]. Procedure: The title compound was prepared from the above amine and 5-tert-butyl-2-methoxyaniline by the procedure described for 1-(5-tert-butyl-2-methoxy-phenyl)-3-[4-(2-cyano-pyrimidin-4-yloxy)-naphthalen-1-yl]-urea (Example 1). Starting materials: ClCCCl, C1CCOC1, CN1CCOCC1, CCOC(C)=O, Nc1nc[nH]n1, O, O, On1nnc2ccccc21, O=C(O)c1ccccc1C=Cc1n[nH]c2ccccc12. The product is O=C(Nc1nc[nH]n1)c1ccccc1C=Cc1n[nH]c2ccccc12. As a reaction SMILES: [CH2:34]([Cl:35])[CH2:36][Cl:37].[CH2:49]1[O:50][CH2:51][CH2:52][CH2:53]1.[CH3:21][N:22]1[CH2:23][CH2:24][O:25][CH2:26][CH2:27]1.[CH3:54][CH2:55][O:56][C:57](=[O:58])[CH3:59].[NH2:28][c:29]1[n:30][nH:31][cH:32][n:33]1.[OH2:38].[OH2:60].[OH:39][n:40]1[c:41]2[cH:42][cH:43][cH:44][cH:45][c:46]2[n:47][n:48]1.[nH:1]1[n:2][c:3]([CH:10]=[CH:11][c:12]2[c:13]([C:14](=[O:15])[OH:16])[cH:17][cH:18][cH:19][cH:20]2)[c:4]2[cH:5][cH:6][cH:7][cH:8][c:9]12>>[nH:1]1[n:2][c:3]([CH:10]=[CH:11][c:12]2[c:13]([C:14](=[O:15])[NH:28][c:29]3[n:30][nH:31][cH:32][n:33]3)[cH:17][cH:18][cH:19][cH:20]2)[c:4]2[cH:5][cH:6][cH:7][cH:8][c:9]12.